From a dataset of the Open Reaction Database (ORD), a public repository of structured organic reaction records. describe an organic reaction: reactants, conditions, products, and yield The reactants are [C@H]12[C@@H]([C@@H](C[C@H](C1(C)C)C2)\C=C/C(C)C2OCCO2)C ((Z)-2-[4-[(1S,2R,3S,5S)-3-pinanyl]but-3-en-2-yl]-1,3-dioxolane), Cl (HCl), ice. Solvent: C1CCOC1 (THF). Run at time 4 day. Product: C/C(/C=O)=C\C[C@@H]1[C@H]([C@H]2C([C@@H](C1)C2)(C)C)C ((E)-2-methyl-4-[(1S,2R,3S,5S)-3-pinanyl]-2-butenal). The yield is 69.5%. As a reaction SMILES: [C@@H:1]12[CH2:9][C@@H:5]([C:6]1([CH3:8])[CH3:7])[CH2:4][C@@H:3](/[CH:10]=[CH:11]\[CH:12]([CH:14]1OCC[O:15]1)[CH3:13])[C@H:2]2[CH3:19].Cl>C1COCC1>[CH3:13]/[C:12](=[CH:11]\[CH2:10][C@H:3]1[CH2:4][C@H:5]2[CH2:9][C@H:1]([C:6]2([CH3:8])[CH3:7])[C@@H:2]1[CH3:19])/[CH:14]=[O:15]. Reported procedure: A mixture of 18.1 g (68.6 mmol) of the dioxolane of Example 8, 250 ml of THF and 120 ml of 4N HCl is stirred for 4 days at room temperature (monitoring by gas chromatography) and is then poured into 250 ml of ice-cold water. After extraction with 3×200 ml of ethyl ether, drying (MgSO4) and evaporation of the solvents there are obtained 19 g of crude oil which is purified by flash chromatography on silica (eluent: petroleum ether+1% ethyl ether) to give 10.5 g of (E)-2-methyl-4-[(1S,2R,3S,5S)-3-p... Reactants: C(C)OC(C1=CC=C(C=C1)N1CCN(CC1)C1=CC=C(C=C1)N1CCC(CC1)SCCC)=O (4-[1-[4-(4-propylthiopiperidin-1-yl)phenyl]piperazin-4-yl]benzoic acid ethyl ester), Cl (HCl), [OH-].[Na+] (NaOH), NaOR. Run in C(C)O (ethanol), O1CCCC1 (tetrahydrofuran). Product: C(CC)SC1CCN(CC1)C1=CC=C(C=C1)N1CCN(CC1)C1=CC=C(C(=O)O)C=C1 (4-[1-[4-(4-propylthiopiperidin-1-yl)phenyl]piperazin-4-yl]benzoic acid). Yield: 86.3%. Reaction SMILES: C([O:3][C:4](=[O:33])[C:5]1[CH:10]=[CH:9][C:8]([N:11]2[CH2:16][CH2:15][N:14]([C:17]3[CH:22]=[CH:21][C:20]([N:23]4[CH2:28][CH2:27][CH:26]([S:29][CH2:30][CH2:31][CH3:32])[CH2:25][CH2:24]4)=[CH:19][CH:18]=3)[CH2:13][CH2:12]2)=[CH:7][CH:6]=1)C.[OH-].[Na+].Cl>C(O)C.O1CCCC1>[CH2:30]([S:29][CH:26]1[CH2:25][CH2:24][N:23]([C:20]2[CH:19]=[CH:18][C:17]([N:14]3[CH2:13][CH2:12][N:11]([C:8]4[CH:7]=[CH:6][C:5]([C:4]([OH:33])=[O:3])=[CH:10][CH:9]=4)[CH2:16][CH2:15]3)=[CH:22][CH:21]=2)[CH2:28][CH2:27]1)[CH2:31][CH3:32] |f:1.2|. Reported procedure: To a solution of 4-[1-[4-(4-propylthiopiperidin-1-yl)phenyl]piperazin-4-yl]benzoic acid ethyl ester (1.22 g) in a mixture of ethanol (10 ml) and tetrahydrofuran (40 ml) was added 10% aqueous NaOH (2.1 ml) and 1N-NaOR (10 ml), and the mixture was refluxed for 6 hours. The reaction mixture was cooled and adjusted to pH 2.5-3.0 with 1N-HCl. The resulting precipitates were collected by filtration, washed in turn with water (30 ml) and IPE (50 ml) and dried in vacuo to give 4-[1-[4-(4-propylthiopiper... Starting materials: ClC1=CC(=C(C=C1)C1=CC=NC=C1C(=O)OC)F (methyl 4-(4-chloro-2-fluorophenyl)nicotinate), [OH-].[Na+] (NaOH). The solvent is CO (MeOH), O (water). Reaction conditions: time 2 hour. The product is ClC1=CC(=C(C=C1)C1=CC=NC=C1C(=O)O)F (4-(4-chloro-2-fluorophenyl)nicotinic acid). The yield is 31.7%. RXN SMILES: [Cl:1][C:2]1[CH:7]=[CH:6][C:5]([C:8]2[C:13]([C:14]([O:16]C)=[O:15])=[CH:12][N:11]=[CH:10][CH:9]=2)=[C:4]([F:18])[CH:3]=1.[OH-].[Na+]>CO.O>[Cl:1][C:2]1[CH:7]=[CH:6][C:5]([C:8]2[C:13]([C:14]([OH:16])=[O:15])=[CH:12][N:11]=[CH:10][CH:9]=2)=[C:4]([F:18])[CH:3]=1 |f:1.2|. Reported procedure: To a solution of methyl 4-(4-chloro-2-fluorophenyl)nicotinate (1 g, 3.76 mmol) in MeOH (10 mL) and water (10 mL) was added NaOH (0.602 g, 15.06 mmol) and the solution stirred at room temperature for 2 h. The volatile organic solvent was evaporated under reduced pressure. The reaction mixture was cooled to 0° C. and acidified with 50% aqueous HCl. The precipitated so formed was collected by vacuum filtration to yield 4-(4-chloro-2-fluorophenyl)nicotinic acid (0.3 g, 1.192 mmol, 30% crude yield) a... Reactants: CC#N, FC(F)(F)CN=C=S, N#CCCCSc1nccc(N)n1. Product: N#CCCCSc1nccc(NC(=S)NCC(F)(F)F)n1. Reaction SMILES: [CH3:22][C:23]#[N:24].[F:14][C:15]([CH2:16][N:17]=[C:18]=[S:19])([F:20])[F:21].[NH2:1][c:2]1[n:3][c:4]([S:8][CH2:9][CH2:10][CH2:11][C:12]#[N:13])[n:5][cH:6][cH:7]1>>[NH:1]([c:2]1[n:3][c:4]([S:8][CH2:9][CH2:10][CH2:11][C:12]#[N:13])[n:5][cH:6][cH:7]1)[C:18]([NH:17][CH2:16][C:15]([F:14])([F:20])[F:21])=[S:19]. Reactants: solution, C(C#C)Br (propargyl bromide), C1(=CC=CC=C1)C (toluene), BrC1=CC=C(C=C1)C(C(=O)NCCC1=CC(=C(C=C1)O)OC)O (2-(4-bromo-phenyl)-2-hydroxy-N-[2-(4-hydroxy-3-methoxy-phenyl)-ethyl]-acetamide), [OH-].[Na+] (sodium hydroxide). The reagents and catalysts are [Br-].C(CCC)[N+](CCCC)(CCCC)CCCC (tetrabutylammonium bromide). Run in ClCCl (dichloromethane). Run at time 16 hour. Product: BrC1=CC=C(C=C1)C(C(=O)NCCC1=CC(=C(C=C1)OCC#C)OC)OCC#C (2-(4-bromo-phenyl)-N-[2-(3-methoxy-4-prop-2-ynyloxy-phenyl)-ethyl]-2-prop-2-ynyloxy-acetamide). As a reaction SMILES: [CH2:1](Br)[C:2]#[CH:3].[C:5]1(C)[CH:10]=CC=C[CH:6]=1.[Br:12][C:13]1[CH:18]=[CH:17][C:16]([CH:19]([OH:34])[C:20]([NH:22][CH2:23][CH2:24][C:25]2[CH:30]=[CH:29][C:28]([OH:31])=[C:27]([O:32][CH3:33])[CH:26]=2)=[O:21])=[CH:15][CH:14]=1.[OH-].[Na+]>[Br-].C([N+](CCCC)(CCCC)CCCC)CCC.ClCCl>[Br:12][C:13]1[CH:14]=[CH:15][C:16]([CH:19]([O:34][CH2:10][C:5]#[CH:6])[C:20]([NH:22][CH2:23][CH2:24][C:25]2[CH:30]=[CH:29][C:28]([O:31][CH2:1][C:2]#[CH:3])=[C:27]([O:32][CH3:33])[CH:26]=2)=[O:21])=[CH:17][CH:18]=1 |f:3.4,5.6|. Reported procedure: A 80% solution of propargyl bromide in toluene (10.5 g, 71 mmol) is added slowly at room temperature to a mixture of 2-(4-bromo-phenyl)-2-hydroxy-N-[2-(4-hydroxy-3-methoxy-phenyl)-ethyl]-acetamide (11 g, 29 mmol), 30% sodium hydroxide solution (14 ml, 0.14 mol) and catalytic amounts of tetrabutylammonium bromide in 40 ml of dichloromethane. The reaction mixture is stirred for 16 hours at +40° C. Subsequently the mixture is evaporated and the residue is diluted with water and dichloromethane. The... Run at temperature 0 celsius. Starting materials: C(=O)(O)[O-].[Na+] (NaHCO3), BrC=1C=C2CNC(C2=CC1)=O (5-Bromo-2,3-dihydro-1H-isoindol-1-one), BrCC(=O)OC(C)(C)C (tert-butyl bromoacetate), [H-].[Na+] (NaH). Run in CN(C)C=O (DMF). RXN SMILES: [Br:1][C:2]1[CH:3]=[C:4]2[C:8](=[CH:9][CH:10]=1)[C:7](=[O:11])[NH:6][CH2:5]2.[H-].[Na+].Br[CH2:15][C:16]([O:18][C:19]([CH3:22])([CH3:21])[CH3:20])=[O:17].C([O-])(O)=O.[Na+]>CN(C=O)C>[Br:1][C:2]1[CH:3]=[C:4]2[C:8](=[CH:9][CH:10]=1)[C:7](=[O:11])[N:6]([CH2:15][C:16]([O:18][C:19]([CH3:22])([CH3:21])[CH3:20])=[O:17])[CH2:5]2 |f:1.2,4.5|. Yields the product BrC=1C=C2CN(C(C2=CC1)=O)CC(=O)OC(C)(C)C (tert-Butyl (5-bromo-1-oxo-1,3-dihydro-2H-isoindol-2-yl)acetate). Procedure: 5-Bromo-2,3-dihydro-1H-isoindol-1-one (100 mg, 0.47 mmol) was dissolved in DMF (4.7 mL) and stirred at 0° C. NaH (38 mg, 0.94 mmol, 60% dispersion in oil) was carefully added in two portions, and the resulting mixture was allowed to stir at 0° C. for 15 minutes before tert-butyl bromoacetate (92 mg, 0.47 mmol) was added. The mixture was allowed to stir at 0° C. for 30 minutes before saturated aqueous NaHCO3 (10 mL) was carefully added. The mixture was extracted with EtOAc, and the organic layer ... The reactants are COC(=O)C=Cc1ccc2c(c1)OC1(CCN(C(=O)OC(C)(C)C)CC1)CC2=O, COC(=O)C=Cc1ccc2c(c1)C(=O)CC1(CCNCC1)O2, Cl. Product: COC(=O)C=Cc1ccc2c(c1)OC1(CCNCC1)CC2=O. Reaction SMILES: [CH3:1][O:2][C:3]([CH:4]=[CH:5][c:6]1[cH:7][cH:8][c:9]2[c:14]([cH:15]1)[O:13][C:12]1([CH2:11][C:10]2=[O:28])[CH2:16][CH2:17][N:18]([C:21]([O:22][C:23]([CH3:24])([CH3:25])[CH3:26])=[O:27])[CH2:19][CH2:20]1)=[O:29].[CH3:31][O:32][C:33](=[O:34])[CH:35]=[CH:36][c:37]1[cH:38][c:39]2[c:40]([cH:41][cH:42]1)[O:43][C:44]1([CH2:45][CH2:46][NH:47][CH2:48][CH2:49]1)[CH2:50][C:51]2=[O:52].[ClH:30]>>[CH3:1][O:2][C:3]([CH:4]=[CH:5][c:6]1[cH:7][cH:8][c:9]2[c:14]([cH:15]1)[O:13][C:12]1([CH2:11][C:10]2=[O:28])[CH2:16][CH2:17][NH:18][CH2:19][CH2:20]1)=[O:29]. Starting materials: CCCC(=O)Cl, O=C(CSCCO)NCC=CCOc1cc(CN2CCCCC2)ccn1. Yields the product CCCC(=O)OCCSCC(=O)NCC=CCOc1cc(CN2CCCCC2)ccn1. As a reaction SMILES: [C:27]([CH2:28][CH2:29][CH3:30])(=[O:31])[Cl:32].[N:1]1([CH2:7][c:8]2[cH:9][c:10]([O:14][CH2:15][CH:16]=[CH:17][CH2:18][NH:19][C:20]([CH2:21][S:22][CH2:23][CH2:24][OH:25])=[O:26])[n:11][cH:12][cH:13]2)[CH2:2][CH2:3][CH2:4][CH2:5][CH2:6]1>>[N:1]1([CH2:7][c:8]2[cH:9][c:10]([O:14][CH2:15][CH:16]=[CH:17][CH2:18][NH:19][C:20]([CH2:21][S:22][CH2:23][CH2:24][O:25][C:27]([CH2:28][CH2:29][CH3:30])=[O:31])=[O:26])[n:11][cH:12][cH:13]2)[CH2:2][CH2:3][CH2:4][CH2:5][CH2:6]1. The reactants are ClC1=NC=CC(=C1)OC1=CC(=C(C=C1F)NC(=O)C1(CC1)C(=O)NC1=CC=C(C=C1)F)F (N-(4-(2-Chloropyridin-4-yloxy)-2,5-difluorophenyl)-N′-(4-fluorophenyl)cyclopropane-1,1-dicarboxamide), C(N)(OC(C)(C)C)=O (tert-butyl carbamate), CC1(C2=C(C(=CC=C2)P(C3=CC=CC=C3)C4=CC=CC=C4)OC5=C(C=CC=C51)P(C6=CC=CC=C6)C7=CC=CC=C7)C (Xantphos), C([O-])([O-])=O.[Cs+].[Cs+] (cesium carbonate). The reagents and catalysts are C=1C=CC(=CC1)/C=C/C(=O)/C=C/C2=CC=CC=C2.C=1C=CC(=CC1)/C=C/C(=O)/C=C/C2=CC=CC=C2.C=1C=CC(=CC1)/C=C/C(=O)/C=C/C2=CC=CC=C2.[Pd].[Pd] (Pd2(dba)3). Solvent: O1CCOCC1 (dioxane). Reaction conditions: temperature 100 celsius, time 8 hour. Yields the product FC1=C(OC2=CC(=NC=C2)NC(OC(C)(C)C)=O)C=C(C(=C1)NC(=O)C1(CC1)C(NC1=CC=C(C=C1)F)=O)F (tert-butyl 4-(2,5-difluoro-4-(1-(4-fluorophenylcarbamoyl)cyclopropanecarboxamido)phenoxy)pyridin-2-ylcarbamate). The yield is 51.0%. As a reaction SMILES: Cl[C:2]1[CH:7]=[C:6]([O:8][C:9]2[C:14]([F:15])=[CH:13][C:12]([NH:16][C:17]([C:19]3([C:22]([NH:24][C:25]4[CH:30]=[CH:29][C:28]([F:31])=[CH:27][CH:26]=4)=[O:23])[CH2:21][CH2:20]3)=[O:18])=[C:11]([F:32])[CH:10]=2)[CH:5]=[CH:4][N:3]=1.[C:33](=[O:40])([O:35][C:36]([CH3:39])([CH3:38])[CH3:37])[NH2:34].CC1(C)C2C(=C(P(C3C=CC=CC=3)C3C=CC=CC=3)C=CC=2)OC2C(P(C3C=CC=CC=3)C3C=CC=CC=3)=CC=CC1=2.C(=O)([O-])[O-].[Cs+].[Cs+]>O1CCOCC1.C1C=CC(/C=C/C(/C=C/C2C=CC=CC=2)=O)=CC=1.C1C=CC(/C=C/C(/C=C/C2C=CC=CC=2)=O)=CC=1.C1C=CC(/C=C/C(/C=C/C2C=CC=CC=2)=O)=CC=1.[Pd].[Pd]>[F:15][C:14]1[CH:13]=[C:12]([NH:16][C:17]([C:19]2([C:22](=[O:23])[NH:24][C:25]3[CH:30]=[CH:29][C:28]([F:31])=[CH:27][CH:26]=3)[CH2:21][CH2:20]2)=[O:18])[C:11]([F:32])=[CH:10][C:9]=1[O:8][C:6]1[CH:5]=[CH:4][N:3]=[C:2]([NH:34][C:33](=[O:40])[O:35][C:36]([CH3:39])([CH3:38])[CH3:37])[CH:7]=1 |f:3.4.5,7.8.9.10.11|. Procedure: N-(4-(2-Chloropyridin-4-yloxy)-2,5-difluorophenyl)-N′-(4-fluorophenyl)cyclopropane-1,1-dicarboxamide (3 g, 6.5 mmol) (as prepared in Example 1), tert-butyl carbamate (2.3 g, 19.5 mmol), Xantphos (0.37 g, 0.65 mmol), and cesium carbonate (4.2 g, 13 mmol) were dissolved in dry dioxane (50 mL) and argon was bubbled through the mixture for 10 minutes. Pd2(dba)3 (0.3 g, 0.33 mmol) was then added, and the solution was sparged with argon for an additional 10 minutes. The flask was fitted with a reflux ...